From a dataset of the Open Reaction Database (ORD), a public repository of structured organic reaction records. describe an organic reaction: reactants, conditions, products, and yield Reactants: C1(CCCCC1)C=1C=CC(=NC1)OC (5-cyclohexyl-2-methoxypyridine), BrCC1=CC=C(C=C1)Cl (1-(bromomethyl)-4-chlorobenzene). Product: ClC1=CC=C(CN2C(C=CC(=C2)C2CCCCC2)=O)C=C1 (1-(4-Chlorobenzyl)-5-cyclohexylpyridin-2(1H)-one). The yield is 66.7%. RXN SMILES: [CH:1]1([C:7]2[CH:8]=[CH:9][C:10]([O:13]C)=[N:11][CH:12]=2)[CH2:6][CH2:5][CH2:4][CH2:3][CH2:2]1.Br[CH2:16][C:17]1[CH:22]=[CH:21][C:20]([Cl:23])=[CH:19][CH:18]=1>>[Cl:23][C:20]1[CH:21]=[CH:22][C:17]([CH2:16][N:11]2[CH:12]=[C:7]([CH:1]3[CH2:6][CH2:5][CH2:4][CH2:3][CH2:2]3)[CH:8]=[CH:9][C:10]2=[O:13])=[CH:18][CH:19]=1. Procedure: According to Scheme 26 Step 4: The title compound was prepared according to Example 6 Step 2, from 5-cyclohexyl-2-methoxypyridine (1 eq, 0.30 mmol. 57 mg) and 1-(bromomethyl)-4-chlorobenzene (1.5 eq, 0.44 mmol, 92 mg), then purified by chromatography over silicagel (AIT Flashsmart prepacked column 5 g SiO2, CH2Cl2/MeOH 98/2) then recrystallized in pentane/diisopropyl ether, yielding the title compound (0.20 mmol, 0.09 g, 68%) as a beige solid. The reactants are CCc1cc(Oc2ccc(S(C)(=O)=O)nc2)cc2cc(C3=NCC(C(CC)C(=O)[O-])S3)[nH]c12, CO, [K+], C1CCOC1, [OH-]. Product: CCc1cc(Oc2ccc(S(C)(=O)=O)nc2)cc2cc(C3=NCC(CC(=O)O)S3)[nH]c12. As a reaction SMILES: [CH2:1]([CH3:2])[CH:3]([C:4](=[O:5])[O-:6])[CH:7]1[CH2:8][N:9]=[C:10]([c:12]2[nH:13][c:14]3[c:15]([CH2:32][CH3:33])[cH:16][c:17]([O:21][c:22]4[cH:23][n:24][c:25]([S:28](=[O:29])(=[O:30])[CH3:31])[cH:26][cH:27]4)[cH:18][c:19]3[cH:20]2)[S:11]1.[CH3:34][OH:35].[K+:37].[O:38]1[CH2:39][CH2:40][CH2:41][CH2:42]1.[OH-:36]>>[CH2:3]([C:4](=[O:5])[OH:6])[CH:7]1[CH2:8][N:9]=[C:10]([c:12]2[nH:13][c:14]3[c:15]([CH2:32][CH3:33])[cH:16][c:17]([O:21][c:22]4[cH:23][n:24][c:25]([S:28](=[O:29])(=[O:30])[CH3:31])[cH:26][cH:27]4)[cH:18][c:19]3[cH:20]2)[S:11]1. Starting materials: C1(\C=C/C(=O)O1)=O (maleic anhydride), CC(=C)C (2-Methylpropene), C(C)(C)(C)C=1C=C(C(O)=CC1)O (4-tert-butyl catechol), D,L-2-isobutyl-3-(methoxycarbonyl)-propionic acid, C1(\C=C/C(=O)O1)=O (Maleic anhydride), CC(=C)C (2-methylpropene). Run in C1(=CC=CC=C1)C (toluene), C1(=CC=CC=C1)C (toluene), C1(=CC=CC=C1)C (toluene). Reaction conditions: temperature 60 celsius, time 1.5 hour. Product: C1(\C=C/C(=O)O1)=O (maleic anhydride), C(C(C)=C)C1CC(=O)OC1=O (β-methallylsuccinic anhydride). Yield: 79.8%. As a reaction SMILES: [C:1]1(=[O:7])[O:6][C:4](=[O:5])[CH:3]=[CH:2]1.[CH3:8][C:9]([CH3:11])=[CH2:10].C(C1C=C(O)C(=CC=1)O)(C)(C)C>C1(C)C=CC=CC=1>[C:4]1(=[O:5])[O:6][C:1](=[O:7])[CH:2]=[CH:3]1.[CH2:10]([CH:3]1[C:4](=[O:5])[O:6][C:1](=[O:7])[CH2:2]1)[C:9](=[CH2:8])[CH3:11]. Procedure details: This method describes an improved method for the synthesis of D,L-2-isobutyl-3-(methoxycarbonyl)-propionic acid (3). Maleic anhydride (750 g, 7.65 moles) was dissolved in hot toluene (500 mL), filtered, and allowed to cool thus producing a finely divided crystalline precipitate. The resulting mixture was further cooled in a refrigerator. 2-Methylpropene was condensed into cold toluene (1 L). The cold maleic anhydride suspension was transferred, with the aid of additional toluene (300 mL), to the... The reactants are Cl (HCl), CC=1N=C(SC1)CC(=O)N (2-(4-Methylthiazol-2-yl)acetamide), C(C1=CC=CC=C1)OC(C=O)=CN(C)C (2-benzyloxy-3-(N,N-dimethylamino)propenal), [H-].[Na+] (sodium hydride). The solvent is O (water), CN(C)C=O (DMF), CO (methanol). Yields the product C(C1=CC=CC=C1)OC=1C=C(C(NC1)=O)C=1SC=C(N1)C (5-Benzyloxy-3-(4-methylthiazol-2-yl)-1H-pyridin-2-one). Isolated yield 73.1%. Reaction SMILES: [CH3:1][C:2]1[N:3]=[C:4]([CH2:7][C:8]([NH2:10])=[O:9])[S:5][CH:6]=1.[CH2:11]([O:18][C:19](=[CH:22]N(C)C)[CH:20]=O)[C:12]1[CH:17]=[CH:16][CH:15]=[CH:14][CH:13]=1.[H-].[Na+].Cl>O.CN(C=O)C.CO>[CH2:11]([O:18][C:19]1[CH:22]=[C:7]([C:4]2[S:5][CH:6]=[C:2]([CH3:1])[N:3]=2)[C:8](=[O:9])[NH:10][CH:20]=1)[C:12]1[CH:17]=[CH:16][CH:15]=[CH:14][CH:13]=1 |f:2.3|. Reported procedure: 2-(4-Methylthiazol-2-yl)acetamide (0.016 mol), 2-benzyloxy-3-(N,N-dimethylamino)propenal (0.017 mol), sodium hydride (0.032 mol), methanol (1.3 ml) and DMF (100 ml) were heated at 70° C. for 4 h. The reaction was cooled, acidified with 5.0N HCl(aq), and poured into water. The resulting precipitate was collected by filtration and dried to give the product as a brown solid (11.7 mmol, 73%). δH (360 MHz; CDCl3) 9.38 (1H, s), 7.47-7.34 (7H, m), 7.09 (1H, s), 5.21 (2H, s), 2.69 (3H, s). The reactants are C(C)(=O)O[BH-](OC(C)=O)OC(C)=O.[Na+] (sodium triacetoxyborohydride), [NH4+].[OH-] (NH4OH), FC=1C=C(CC=2C=C3C(=NNC3=CC2)NC(C2=C(C=CC(=C2)C=O)F)=O)C=C(C1)F (N-[5-(3,5-Difluoro-benzyl)-1H-indazol-3-yl]-2-fluoro-5-formyl-benzamide), CN1CCNCC1 (N-methylpiperazine), C(C)(=O)O (acetic acid). Yields the product FC=1C=C(CC=2C=C3C(=NNC3=CC2)NC(C2=C(C=CC(=C2)CN2CCN(CC2)C)F)=O)C=C(C1)F (N-[5-(3,5-Difluoro-benzyl)-1H-indazol-3-yl]-2-fluoro-5-(4-methyl-piperazin-1-ylmethyl)-benzamide). As a reaction SMILES: [F:1][C:2]1[CH:3]=[C:4]([CH:27]=[C:28]([F:30])[CH:29]=1)[CH2:5][C:6]1[CH:7]=[C:8]2[C:12](=[CH:13][CH:14]=1)[NH:11][N:10]=[C:9]2[NH:15][C:16](=[O:26])[C:17]1[CH:22]=[C:21]([CH:23]=O)[CH:20]=[CH:19][C:18]=1[F:25].[CH3:31][N:32]1[CH2:37][CH2:36][NH:35][CH2:34][CH2:33]1.C(O)(=O)C.C(O[BH-](OC(=O)C)OC(=O)C)(=O)C.[Na+].[NH4+].[OH-]>C1COCC1.O.CCOC(C)=O>[F:1][C:2]1[CH:3]=[C:4]([CH:27]=[C:28]([F:30])[CH:29]=1)[CH2:5][C:6]1[CH:7]=[C:8]2[C:12](=[CH:13][CH:14]=1)[NH:11][N:10]=[C:9]2[NH:15][C:16](=[O:26])[C:17]1[CH:22]=[C:21]([CH2:23][N:35]2[CH2:36][CH2:37][N:32]([CH3:31])[CH2:33][CH2:34]2)[CH:20]=[CH:19][C:18]=1[F:25] |f:3.4,5.6|. The solvent is O (water), CCOC(=O)C (EtOAc), C1CCOC1 (THF). Reported procedure: N-[5-(3,5-Difluoro-benzyl)-1H-indazol-3-yl]-2-fluoro-5-formyl-benzamide (150 mg, 0.367 mmol) in THF (4 mL), under a nitrogen atmosphere, at room temperature was treated with N-methylpiperazine ((0.039 mL, 0.367 mmol) and then with acetic acid (0.024 mL, 0.422 mmol). After 0.5 hours sodium triacetoxyborohydride was added and the reaction was stirred over night. EtOAc (25 mL) and water (25 mL) were added, pH was adjusted to 11 with concentrated NH4OH. The organic layer was separated and the aqueou...